From a dataset of the Open Reaction Database (ORD), a public repository of structured organic reaction records. describe an organic reaction: reactants, conditions, products, and yield Product: ClC1(CC=C(C(=O)C2=CC=C(C=C2)Cl)C=C1)C(=O)C1=CC=CC=C1 (4,4'-dichloroterephthalophenone). As a reaction SMILES: F[C:2]1(C(C2C=CC=CC=2)=O)[CH:16]=[CH:15][C:5]([C:6](C2C=CC(F)=CC=2)=[O:7])=[CH:4][CH2:3]1.[Cl:25][C:26]1[CH:40]=[CH:39][C:29]([C:30]([C:32]2[CH:37]=[CH:36][C:35]([Cl:38])=[CH:34][CH:33]=2)=[O:31])=[CH:28][C:27]=1C(C1C=CC=CC=1)=O.FC1C=CC(C(C2C=CC(F)=CC=2)=O)=CC=1C(C1C=CC=CC=1)=O.[N+](C1C=C(C=CC=1F)C(C1C=CC(F)=C([N+]([O-])=O)C=1)=O)([O-])=O.[N+](C1C=C(C=CC=1Cl)C(C1C=CC(Cl)=C([N+]([O-])=O)C=1)=O)([O-])=O>>[Cl:25][C:26]1([C:6]([C:5]2[CH:15]=[CH:16][CH:2]=[CH:3][CH:4]=2)=[O:7])[CH:40]=[CH:39][C:29]([C:30]([C:32]2[CH:33]=[CH:34][C:35]([Cl:38])=[CH:36][CH:37]=2)=[O:31])=[CH:28][CH2:27]1 |f:3.4|. The reactants are FC1(CC=C(C(=O)C2=CC=C(C=C2)F)C=C1)C(=O)C1=CC=CC=C1 (4,4'-difluoroterephthalophenone), 4,4'-bis-(p-chlorobenzoyl)-diphenyl ether, 4,4'-bis-(p-fluorobenzoyl)-diphenyl ether, ClC1=C(C=C(C(=O)C2=CC=C(C=C2)Cl)C=C1)C(=O)C1=CC=CC=C1 (4,4'-dichloro-isophthalophenone), FC1=C(C=C(C(=O)C2=CC=C(C=C2)F)C=C1)C(=O)C1=CC=CC=C1 (4,4'-difluoro-isophthalophenone), [N+](=O)([O-])C=1C=C(C(=O)C2=CC(=C(C=C2)F)[N+](=O)[O-])C=CC1F.[N+](=O)([O-])C=1C=C(C(=O)C2=CC(=C(C=C2)Cl)[N+](=O)[O-])C=CC1Cl (3,3'-dinitro-4,4'-dichlorobenzophenone 3,3'-dinitro-4,4'-difluorobenzophenone). Procedure details: ##STR11## 4,4'-difluoroterephthalophenone: ##STR12## 4,4'-dichloro-isophthalophenone: ##STR13## 4,4'-difluoro-isophthalophenone: ##STR14## 4,4'-bis-(p-chlorobenzoyl)-diphenyl ether: ##STR15## 4,4'-bis-(p-fluorobenzoyl)-diphenyl ether: ##STR16## 3,3'-dinitro-4,4'-dichlorobenzophenone 3,3'-dinitro-4,4'-difluorobenzophenone Reactants: CC(C)CC(C(=O)NN(CC(C)C)S(=O)(=O)CCCN(C)C)C(CC=Cc1ccccc1)C(=O)NOC1CCCCO1, CO, O, Cc1ccc(S(=O)(=O)O)cc1. Yields the product CC(C)CC(C(=O)NN(CC(C)C)S(=O)(=O)CCCN(C)C)C(CC=Cc1ccccc1)C(=O)NO, Cc1ccc(S(=O)(=O)O)cc1. RXN SMILES: [CH3:1][N:2]([CH2:3][CH2:4][CH2:5][S:6](=[O:7])(=[O:8])[N:9]([NH:10][C:11]([CH:12]([CH2:13][CH:14]([CH3:15])[CH3:16])[CH:17]([CH2:18][CH:19]=[CH:20][c:21]1[cH:22][cH:23][cH:24][cH:25][cH:26]1)[C:27]([NH:28][O:29][CH:30]1[CH2:31][CH2:32][CH2:33][CH2:34][O:35]1)=[O:36])=[O:37])[CH2:38][CH:39]([CH3:40])[CH3:41])[CH3:42].[CH3:55][OH:56].[OH2:43].[c:44]1([CH3:54])[cH:45][cH:46][c:47]([S:50](=[O:51])(=[O:52])[OH:53])[cH:48][cH:49]1>>[CH3:1][N:2]([CH2:3][CH2:4][CH2:5][S:6](=[O:7])(=[O:8])[N:9]([NH:10][C:11]([CH:12]([CH2:13][CH:14]([CH3:15])[CH3:16])[CH:17]([CH2:18][CH:19]=[CH:20][c:21]1[cH:22][cH:23][cH:24][cH:25][cH:26]1)[C:27]([NH:28][OH:29])=[O:36])=[O:37])[CH2:38][CH:39]([CH3:40])[CH3:41])[CH3:42].[c:44]1([CH3:54])[cH:45][cH:46][c:47]([S:50](=[O:51])(=[O:52])[OH:53])[cH:48][cH:49]1. Reactants: NC1=CC(=C(OC2=CC(=NC=N2)NC(=O)N2CCC(CC2)N(C)C)C=C1)F (4-dimethylaminopiperidine-1-carboxylic acid [6-(4-amino-2-fluorophenoxy)pyrimidin-4-yl]amide), CC1(C2CCC1(C(=O)C2)CS(=O)(=O)O)C (D-10-camphorsulfonic acid), solution, FC1=CC=C(C=C1)CC(=O)N=C=S (2-(4-fluorophenyl)acetyl isothiocyanate), solution, FC1=CC=C(C=C1)CC(=O)N=C=S (2-(4-fluorophenyl)acetyl isothiocyanate), C(O)([O-])=O.[Na+] (sodium hydrogencarbonate). Solvent: C(C)O (ethanol), C1(=CC=CC=C1)C (toluene), C1(=CC=CC=C1)C (toluene), C(C)(=O)OCC (Ethyl acetate). Conditions: time 5 minute. The product is FC1=C(OC2=CC(=NC=N2)NC(=O)N2CCC(CC2)N(C)C)C=CC(=C1)NC(=S)NC(CC1=CC=C(C=C1)F)=O (4-Dimethylaminopiperidine-1-carboxylic acid [6-(2-fluoro-4-{3-[2-(4-fluorophenyl)acetyl]thioureido}phenoxy)pyrimidin-4-yl]amide). The yield is 18.4%. Reaction SMILES: [NH2:1][C:2]1[CH:26]=[CH:25][C:5]([O:6][C:7]2[N:12]=[CH:11][N:10]=[C:9]([NH:13][C:14]([N:16]3[CH2:21][CH2:20][CH:19]([N:22]([CH3:24])[CH3:23])[CH2:18][CH2:17]3)=[O:15])[CH:8]=2)=[C:4]([F:27])[CH:3]=1.CC1(C)C2(CS(O)(=O)=O)C(CC1CC2)=O.[F:43][C:44]1[CH:49]=[CH:48][C:47]([CH2:50][C:51]([N:53]=[C:54]=[S:55])=[O:52])=[CH:46][CH:45]=1.C(=O)([O-])O.[Na+]>C(O)C.C1(C)C=CC=CC=1.C(OCC)(=O)C>[F:27][C:4]1[CH:3]=[C:2]([NH:1][C:54]([NH:53][C:51](=[O:52])[CH2:50][C:47]2[CH:48]=[CH:49][C:44]([F:43])=[CH:45][CH:46]=2)=[S:55])[CH:26]=[CH:25][C:5]=1[O:6][C:7]1[N:12]=[CH:11][N:10]=[C:9]([NH:13][C:14]([N:16]2[CH2:21][CH2:20][CH:19]([N:22]([CH3:23])[CH3:24])[CH2:18][CH2:17]2)=[O:15])[CH:8]=1 |f:3.4|. Reported procedure: After dissolving 4-dimethylaminopiperidine-1-carboxylic acid [6-(4-amino-2-fluorophenoxy)pyrimidin-4-yl]amide (89.3 mg) in ethanol (2 ml), D-10-camphorsulfonic acid (55.3 mg) was added and the mixture was stirred for 5 minutes under a nitrogen atmosphere. A 0.24 M solution of 2-(4-fluorophenyl)acetyl isothiocyanate in toluene (0.4 ml) was then added and the mixture was stirred for 1 hour. Then, a 0.24 M solution of 2-(4-fluorophenyl)acetyl isothiocyanate in toluene (0.4 ml) was further added to ... Reactants: CC(=O)O, CCOc1cccc(C=O)c1, CCCCCC, CCOC(C)=O, CCCCc1c(-c2ccccc2)nnc(Cl)c1CNCc1ccc2c(c1)OCO2. As a reaction SMILES: [C:53]([OH:54])(=[O:55])[CH3:56].[CH2:1]([CH3:2])[O:3][c:4]1[cH:5][c:6]([CH:7]=[O:8])[cH:9][cH:10][cH:11]1.[CH3:41][CH2:42][CH2:43][CH2:44][CH2:45][CH3:46].[CH3:47][CH2:48][O:49][C:50]([CH3:51])=[O:52].[O:12]1[CH2:13][O:14][c:15]2[c:16]1[cH:17][cH:18][c:19]([CH2:21][NH:22][CH2:23][c:24]1[c:25]([Cl:40])[n:26][n:27][c:28](-[c:34]3[cH:35][cH:36][cH:37][cH:38][cH:39]3)[c:29]1[CH2:30][CH2:31][CH2:32][CH3:33])[cH:20]2>>[CH2:1]([CH3:2])[O:3][c:4]1[cH:5][c:6]([CH2:7][N:22]([CH2:21][c:19]2[cH:18][cH:17][c:16]3[c:15]([cH:20]2)[O:14][CH2:13][O:12]3)[CH2:23][c:24]2[c:25]([Cl:40])[n:26][n:27][c:28](-[c:34]3[cH:35][cH:36][cH:37][cH:38][cH:39]3)[c:29]2[CH2:30][CH2:31][CH2:32][CH3:33])[cH:9][cH:10][cH:11]1. The product is CCCCc1c(-c2ccccc2)nnc(Cl)c1CN(Cc1cccc(OCC)c1)Cc1ccc2c(c1)OCO2. Reactants: CC(C)(C)OC(=O)OC(=O)OC(C)(C)C ((Boc)2O), CCN(C(C)C)C(C)C (DIEA), CC(C)CCC[C@@H](C)[C@H]1CC[C@H]2[C@@H]3CC=C4C[C@H](CC[C@]4(C)[C@H]3CC[C@]12C)NCCCNC(CCNC(CCNC(CCCCCNC1=C(C=C(C=C1)[N+](=O)[O-])[N+](=O)[O-])=O)=O)=O (N-(3-{[3-({3-[(3β)-cholest-5-en-3-ylamino]propyl}amino)-3-oxopropyl]amino}-3-oxopropyl)-6-[(2,4-dinitrophenyl)amino]hexanamide), BrCCCCC(=O)OCC (ethyl 5-bromovalerate), C(=O)([O-])[O-].[K+].[K+] (K2CO3). Solvent: CN(C)C=O (DMF). Reaction conditions: temperature 60 celsius, time 24 hour. The product is hexanes ethyl acetate, C(C)(C)(C)OC(=O)N(CCCCC(=O)OCC)[C@@H]1CC2=CC[C@H]3[C@@H]4CC[C@H]([C@@H](CCCC(C)C)C)[C@]4(CC[C@@H]3[C@]2(CC1)C)C (Ethyl 5-{(tert-butoxycarbonyl)[(3β)-cholest-5-en-3-yl]amino}pentanoate). Yield: 67.9%. As a reaction SMILES: [CH3:1][CH:2]([CH2:4][CH2:5][CH2:6][C@H:7]([C@@H:9]1[C@:26]2([CH3:27])[C@H:12]([C@H:13]3[C@H:23]([CH2:24][CH2:25]2)[C@:21]2([CH3:22])[C:16]([CH2:17][C@@H:18]([NH:28]CCCNC(=O)CCNC(=O)CCNC(=O)CCCCCNC4C=CC([N+]([O-])=O)=CC=4[N+]([O-])=O)[CH2:19][CH2:20]2)=[CH:15][CH2:14]3)[CH2:11][CH2:10]1)[CH3:8])[CH3:3].Br[CH2:64][CH2:65][CH2:66][CH2:67][C:68]([O:70][CH2:71][CH3:72])=[O:69].C([O-])([O-])=O.[K+].[K+].CC(OC(O[C:87]([O:89][C:90]([CH3:93])([CH3:92])[CH3:91])=[O:88])=O)(C)C.CCN(C(C)C)C(C)C>CN(C=O)C>[C:90]([O:89][C:87]([N:28]([C@H:18]1[CH2:19][CH2:20][C@@:21]2([CH3:22])[C:16](=[CH:15][CH2:14][C@@H:13]3[C@@H:23]2[CH2:24][CH2:25][C@@:26]2([CH3:27])[C@H:12]3[CH2:11][CH2:10][C@@H:9]2[C@H:7]([CH3:8])[CH2:6][CH2:5][CH2:4][CH:2]([CH3:3])[CH3:1])[CH2:17]1)[CH2:64][CH2:65][CH2:66][CH2:67][C:68]([O:70][CH2:71][CH3:72])=[O:69])=[O:88])([CH3:91])([CH3:92])[CH3:93] |f:2.3.4|. Procedure: To DMF (10 mL) was added 3β-amino-5-cholestene (2, 386 mg, 1.0 mmol),1 ethyl 5-bromovalerate (174 μL, 1.1 mmol) and K2CO3 (276 mg, 2.0 mmol). The solution was heated to 60° C. and stirred for 24 h. The reaction was cooled to 23° C. and DMF was removed in vacuo. To the resulting solid residue was added CH2Cl2 (10 mL), insoluble salts were removed by filtration, and solids were washed with additional CH2Cl2 (5 mL). To this solution containing the crude secondary amine product was added (Boc)2O (32... The product is C1(=CC=CC=C1)NC1=NN=NN1 (N-Phenyl-1H-tetrazol-5-amine). Run in O (water), xylenes. Procedure details: A suspension of 1-phenyl-1H-tetrazol-5-amine (38.63 g, 0.2397 mol) in xylenes (380 mL) was refluxed under nitrogen for 1.3 hours and allowed to cool. The suspension was stirred overnight. The mixture was chilled (+3° C.) for 2 hours, and the solids were filtered off. The filter cake was washed with PET ether and then dissolved in a solution of potassium hydroxide (20.1 g, 0.358 mol) in water (1.1 L). The mixture was filtered, and the filtrate was acidified by the dropwise addition of concentrate... RXN SMILES: [C:1]1([N:7]2[C:11]([NH2:12])=[N:10][N:9]=[N:8]2)[CH:6]=[CH:5][CH:4]=[CH:3][CH:2]=1.[OH-].[K+].Cl>O>[C:1]1([NH:7][C:11]2[NH:12][N:8]=[N:9][N:10]=2)[CH:6]=[CH:5][CH:4]=[CH:3][CH:2]=1 |f:1.2|. Starting materials: [OH-].[K+] (potassium hydroxide), C1(=CC=CC=C1)N1N=NN=C1N (1-phenyl-1H-tetrazol-5-amine), Cl (hydrochloric acid). Conditions: time 8 hour. Reactants: NC1=C(N=CN1C)C(=O)N (5-Amino-1-methyl-1H-imidazole-4-carboxamide), C(C1=CC=CC=C1)(=O)N=C=S (benzoylisothiocyanate). The solvent is CC(=O)C (acetone). Product: C(C1=CC=CC=C1)(=O)NC(=S)NC1=C(N=CN1C)C(=O)N (5-(N'-benzoylthiocarbamoyl)amino-1-methyl-1H-imidazole-4-carboxamide). Yield: 92.4%. RXN SMILES: [NH2:1][C:2]1[N:6]([CH3:7])[CH:5]=[N:4][C:3]=1[C:8]([NH2:10])=[O:9].[C:11]([N:19]=[C:20]=[S:21])(=[O:18])[C:12]1[CH:17]=[CH:16][CH:15]=[CH:14][CH:13]=1>CC(C)=O>[C:11]([NH:19][C:20]([NH:1][C:2]1[N:6]([CH3:7])[CH:5]=[N:4][C:3]=1[C:8]([NH2:10])=[O:9])=[S:21])(=[O:18])[C:12]1[CH:17]=[CH:16][CH:15]=[CH:14][CH:13]=1. Procedure details: 5-Amino-1-methyl-1H-imidazole-4-carboxamide (6.5 g, 45 mM) and benzoylisothiocyanate (7.7 g, 47 mM) were refluxed in acetone (90 ml) for 4 hours under N2. After cooling in an ice bath the formed product was filtered off, washed with acetone and dried. Hereby was isolated 13.0 g (95%) of the title compound as a white powder, mp 194°-196° C.